From a dataset of the Open Reaction Database (ORD), a public repository of structured organic reaction records. describe an organic reaction: reactants, conditions, products, and yield The reactants are C(C)(C)(C)OC(=O)N1CCC(CC1)O (1-tert-butoxycarbonyl-4-hydroxypiperidine), [H-].[Na+] (sodium hydride), FC=1C=C2C=CN(C(C2=CC1C)=O)CC1=CC=C(C=C1)OC (6-fluoro-2-(4-methoxy-benzyl)-7-methyl-2H-isoquinolin-1-one), O (water). The solvent is CC(=O)N(C)C (dimethylacetamide), CC(=O)N(C)C (dimethylacetamide). Run at temperature 80 celsius. Product: C(C)(C)(C)OC(=O)N1CCC(CC1)OC=1C=C2C=CN(C(C2=CC1C)=O)CC1=CC=C(C=C1)OC (4-[2-(4-Methoxy-benzyl)-7-methyl-1-oxo-1,2-dihydro-isoquinolin-6-yloxy]-piperidine-1-carboxylic acid tert-butyl ester). Yield: 88.6%. Reaction SMILES: [C:1]([O:5][C:6]([N:8]1[CH2:13][CH2:12][CH:11]([OH:14])[CH2:10][CH2:9]1)=[O:7])([CH3:4])([CH3:3])[CH3:2].[H-].[Na+].F[C:18]1[CH:19]=[C:20]2[C:25](=[CH:26][C:27]=1[CH3:28])[C:24](=[O:29])[N:23]([CH2:30][C:31]1[CH:36]=[CH:35][C:34]([O:37][CH3:38])=[CH:33][CH:32]=1)[CH:22]=[CH:21]2.O>CC(N(C)C)=O>[C:1]([O:5][C:6]([N:8]1[CH2:13][CH2:12][CH:11]([O:14][C:18]2[CH:19]=[C:20]3[C:25](=[CH:26][C:27]=2[CH3:28])[C:24](=[O:29])[N:23]([CH2:30][C:31]2[CH:32]=[CH:33][C:34]([O:37][CH3:38])=[CH:35][CH:36]=2)[CH:22]=[CH:21]3)[CH2:10][CH2:9]1)=[O:7])([CH3:4])([CH3:2])[CH3:3] |f:1.2|. Procedure details: A solution of 3.2 g (15.9 mmol) 1-tert-butoxycarbonyl-4-hydroxypiperidine in 110 mL dimethylacetamide was stirred with 1.36 g (45.4 mmol) of 80-% sodium hydride for 1 h at room temperature. Then a suspension of 4.5 g (15.1 mmol) of 6-fluoro-2-(4-methoxy-benzyl)-7-methyl-2H-isoquinolin-1-one in dimethylacetamide was added. The reaction mixture was heated to 80° C. for 2 h during which time a clear solution was obtained. The reaction mixture was slowly added to 160 mL water and after 1 h of stirri... Starting materials: CI (methyl iodide), Cl.C(C)OC(=O)C1CN(CCC1=O)CC1=CC=CC=C1 (Ethyl -1-benzyl-4-oxo-piperidine-3-carboxylate hydrochloride), C1CCOC1 (THF), [OH-].[K+] (KOH). The solvent is CN(C)C=O (DMF). Run at time 3 hour. Product: C(C)OC(=O)C1(CN(CCC1=O)CC1=CC=CC=C1)C (Ethyl-1-benzyl-3-methyl-4-oxo-piperidine-3-carboxylate). RXN SMILES: Cl.[CH2:2]([O:4][C:5]([CH:7]1[C:12](=[O:13])[CH2:11][CH2:10][N:9]([CH2:14][C:15]2[CH:20]=[CH:19][CH:18]=[CH:17][CH:16]=2)[CH2:8]1)=[O:6])[CH3:3].[CH2:21]1COCC1.[OH-].[K+].CI>CN(C=O)C>[CH2:2]([O:4][C:5]([C:7]1([CH3:21])[C:12](=[O:13])[CH2:11][CH2:10][N:9]([CH2:14][C:15]2[CH:16]=[CH:17][CH:18]=[CH:19][CH:20]=2)[CH2:8]1)=[O:6])[CH3:3] |f:0.1,3.4|. Procedure details: Ethyl -1-benzyl-4-oxo-piperidine-3-carboxylate hydrochloride (150 g, 0.504 mol) was suspended in a solvent mixture of 750 ml THF and 750 ml DMF at room temperature. Addition of powdered KOH (56 g, 1.0 mol) was made in two equal lots keeping half an hour interval between two additions. To a clear reaction mixture methyl iodide (78 g, 0.55 mol) was added over period of 10 minutes and it was stirred for three hours at room temperature. The reaction was quenched by adding 4 ltr water followed by 1.5... Starting materials: C(C1=CC=CC=C1)(=O)N1C[C@H]([C@@H](CC1)N=[N+]=[N-])N=[N+]=[N-] ((±)trans-1-Benzoyl-3,4-diazidopiperidine). The reagents and catalysts are [Pd].CC(=O)[O-].CC(=O)[O-].[Pb+2] (Lindlar catalyst). Run in C(C)O (ethanol). Run at time 24 hour. The product is C(C1=CC=CC=C1)(=O)N1C[C@H]([C@@H](CC1)N)N ((±)trans-1-Benzoyl-3,4-diaminopiperidine). Reaction SMILES: [C:1]([N:9]1[CH2:14][CH2:13][C@@H:12]([N:15]=[N+]=[N-])[C@H:11]([N:18]=[N+]=[N-])[CH2:10]1)(=[O:8])[C:2]1[CH:7]=[CH:6][CH:5]=[CH:4][CH:3]=1>C(O)C.[Pd].CC([O-])=O.CC([O-])=O.[Pb+2]>[C:1]([N:9]1[CH2:14][CH2:13][C@@H:12]([NH2:15])[C@H:11]([NH2:18])[CH2:10]1)(=[O:8])[C:2]1[CH:3]=[CH:4][CH:5]=[CH:6][CH:7]=1 |f:2.3.4.5|. Reported procedure: A solution of the diazide (D26) (450 mg, 1.7 mmol) in ethanol (30 ml) was treated with Lindlar catalyst (5%Pd/CaCO3, 250 mg) and stirred under hydrogen (1 atm) for 24 hour. The mixture was filtered and solvent removed in vacuo to afford the title compound as oil, 350 mg (94%). The reactants are CN(CC(=O)O)c1cc(Br)ccc1[N+](=O)[O-], CCOC(C)=O, CCO, Cl, [Na+], [OH-], O, O, O, Cl[Sn]Cl. Yields the product CN1CC(=O)Nc2ccc(Br)cc21. RXN SMILES: [Br:1][c:2]1[cH:3][cH:4][c:5]([N+:14]([O-:13])=[O:15])[c:6]([N:8]([CH3:9])[CH2:10][C:11](=[O:12])[OH:16])[cH:7]1.[CH3:24][CH2:25][O:26][C:27]([CH3:28])=[O:29].[CH3:30][CH2:31][OH:32].[ClH:34].[Na+:23].[OH-:22].[OH2:17].[OH2:18].[OH2:33].[Sn:19]([Cl:20])[Cl:21]>>[Br:1][c:2]1[cH:3][cH:4][c:5]2[c:6]([cH:7]1)[N:8]([CH3:9])[CH2:10][C:11](=[O:12])[NH:14]2. Reactants: C(C1=CC=CC=C1)OCC(=O)NC1=C(C(=C(C(=C1)OC)OC)OC)NC(COCC1=CC=CC=C1)=O (1,2-Di(benzyloxyacetamido)-3,4,5-trimethoxybenzene), CO (methanol), N (ammonia), O.C1(=CC=C(C=C1)S(=O)(=O)O)C (p-toluenesulfonic acid monohydrate). Solvent: C=1(C(=CC=CC1)C)C (xylene). Run at time 3 hour. Product: OCC=1NC2=C(N1)C=C(C(=C2OC)OC)OC (2-hydroxymethyl-4,5,6-trimethoxy-benzimidazole). RXN SMILES: C(OCC([NH:12][C:13]1[CH:18]=[C:17]([O:19][CH3:20])[C:16]([O:21][CH3:22])=[C:15]([O:23][CH3:24])[C:14]=1[NH:25][C:26](=O)[CH2:27][O:28]CC1C=CC=CC=1)=O)C1C=CC=CC=1.O.C1(C)C=CC(S(O)(=O)=O)=CC=1.CO.N>C1(C)C(C)=CC=CC=1>[OH:28][CH2:27][C:26]1[NH:25][C:14]2[C:15]([O:23][CH3:24])=[C:16]([O:21][CH3:22])[C:17]([O:19][CH3:20])=[CH:18][C:13]=2[N:12]=1 |f:1.2|. Procedure: 1,2-Di(benzyloxyacetamido)-3,4,5-trimethoxybenzene (1.9 g) was dissolved in xylene (30 mL), p-toluenesulfonic acid monohydrate (2.0 g) was added to the solution, and the mixture was stirred for 3 hours under reflux. After cooling, methanol saturated with ammonia was added to the reaction mixture into a uniform solution. The solution was concentrated under reduced pressure, and the residue was purified by column chromatography on silica gel (chloroform:methanol=15:1 to 10:1) to obtain the title c... Reactants: CC(C)C(NC(=O)OC(C)(C)C)C(=O)O, CN(C)c1ccncc1, C(=NC1CCCCC1)=NC1CCCCC1, ClCCl, O=[N+]([O-])OCCO. Yields the product CC(C)C(NC(=O)OC(C)(C)C)C(=O)OCCO[N+](=O)[O-]. Reaction SMILES: [C:8](=[O:9])([O:10][C:11]([CH3:12])([CH3:13])[CH3:14])[NH:15][CH:16]([CH:17]([CH3:18])[CH3:19])[C:20](=[O:21])[OH:22].[CH3:38][N:39]([c:40]1[cH:41][cH:42][n:43][cH:44][cH:45]1)[CH3:46].[CH:23]1([N:24]=[C:25]=[N:26][CH:27]2[CH2:28][CH2:29][CH2:30][CH2:31][CH2:32]2)[CH2:33][CH2:34][CH2:35][CH2:36][CH2:37]1.[Cl:47][CH2:48][Cl:49].[N+:1](=[O:2])([O:3][CH2:4][CH2:5][OH:6])[O-:7]>>[N+:1](=[O:2])([O:3][CH2:4][CH2:5][O:6][C:20]([CH:16]([NH:15][C:8](=[O:9])[O:10][C:11]([CH3:12])([CH3:13])[CH3:14])[CH:17]([CH3:18])[CH3:19])=[O:21])[O-:7].